This data is from the Open Reaction Database (ORD), a public repository of structured organic reaction records. The task is: describe an organic reaction: reactants, conditions, products, and yield The reactants are ClC1=NC=CC=C1C=1N=NSC1C=1C(=NC=CC1)Cl (4, 5-di-(2-chloropyridin-3-yl)-1, 2, 3-thiadiazole), C(C)N (ethylamine). The solvent is O1CCOCC1 (dioxane), C(C)(=O)OCC (ethyl acetate). Run at temperature 105 celsius. Yields the product ClC1=NC=CC=C1C=1N=NSC1C=1C(=NC=CC1)NCC (4-(2-chloropyridin-3-yl)-5-(2-ethylaminopyridin-3-yl)-1, 2, 3-thiadiazole). Isolated yield 66.3%. RXN SMILES: [Cl:1][C:2]1[C:7]([C:8]2[N:9]=[N:10][S:11][C:12]=2[C:13]2[C:14](Cl)=[N:15][CH:16]=[CH:17][CH:18]=2)=[CH:6][CH:5]=[CH:4][N:3]=1.[CH2:20]([NH2:22])[CH3:21]>O1CCOCC1.C(OCC)(=O)C>[Cl:1][C:2]1[C:7]([C:8]2[N:9]=[N:10][S:11][C:12]=2[C:13]2[C:14]([NH:22][CH2:20][CH3:21])=[N:15][CH:16]=[CH:17][CH:18]=2)=[CH:6][CH:5]=[CH:4][N:3]=1. Procedure: A mixture of 4, 5-di-(2-chloropyridin-3-yl)-1, 2, 3-thiadiazole (1.823 g), and ethylamine (0.61 g) in dioxane (9 mL) was heated at 105° C. in a sealed tube 3 days. The mixture was diluted with ethyl acetate, washed with water, dried, filtered and evaporated. Chromatography of the residue over silica gel gave 4-(2-chloropyridin-3-yl)-5-(2-ethylaminopyridin-3-yl)-1, 2, 3-thiadiazole (1.243 g) as an oil. Starting materials: O=C([O-])[O-], CC#N, SC1CCCC1, O=[N+]([O-])c1ccc(F)cc1, [K+], [K+], O. The product is O=[N+]([O-])c1ccc(SC2CCCC2)cc1. Reaction SMILES: [C:7](=[O:8])([O-:9])[O-:10].[CH3:23][C:24]#[N:25].[CH:1]1([SH:6])[CH2:2][CH2:3][CH2:4][CH2:5]1.[F:13][c:14]1[cH:15][cH:16][c:17]([N+:20](=[O:21])[O-:22])[cH:18][cH:19]1.[K+:11].[K+:12].[OH2:26]>>[CH:1]1([S:6][c:14]2[cH:15][cH:16][c:17]([N+:20](=[O:21])[O-:22])[cH:18][cH:19]2)[CH2:2][CH2:3][CH2:4][CH2:5]1. Starting materials: CN1CCC(=CC1)C1=CNC2=CC=C(C=C12)C(F)(F)F (3-(1-methyl-1,2,3,6-tetrahydro-4-pyridinyl)-5-trifluoromethyl-1H-indole), ClC1=CC=C(C=C1)S(=O)(=O)Cl (4-chlorophenylsulfonyl chloride), Cl (HCl). Product: Cl.ClC1=CC=C(C=C1)S(=O)(=O)N1C=C(C2=CC(=CC=C12)C(F)(F)F)C=1CCN(CC1)C (1-(4-Chlorophenylsulfonyl)-3-(1-methyl-1,2,3,6-tetrahydro-4-pyridinyl)-5-trifluoromethylindole hydrochloride). Reaction SMILES: [CH3:1][N:2]1[CH2:7][CH:6]=[C:5]([C:8]2[C:16]3[C:11](=[CH:12][CH:13]=[C:14]([C:17]([F:20])([F:19])[F:18])[CH:15]=3)[NH:10][CH:9]=2)[CH2:4][CH2:3]1.[Cl:21][C:22]1[CH:27]=[CH:26][C:25]([S:28](Cl)(=[O:30])=[O:29])=[CH:24][CH:23]=1.Cl>>[ClH:21].[Cl:21][C:22]1[CH:27]=[CH:26][C:25]([S:28]([N:10]2[C:11]3[C:16](=[CH:15][C:14]([C:17]([F:20])([F:18])[F:19])=[CH:13][CH:12]=3)[C:8]([C:5]3[CH2:4][CH2:3][N:2]([CH3:1])[CH2:7][CH:6]=3)=[CH:9]2)(=[O:30])=[O:29])=[CH:24][CH:23]=1 |f:3.4|. Reported procedure: (11.5 mg, 33%); from 3-(1-methyl-1,2,3,6-tetrahydro-4-pyridinyl)-5-trifluoromethyl-1H-indole (Example 4i, 20 mg, 0.071 mmol) and 4-chlorophenylsulfonyl chloride (22.5 mg, 0.11 mmol). HRMS-FAB+ for C21H18ClF3N2O2S.HCl, calculated MH+ (--HCl): 455.08078; found: 455.08266. Reactants: C[Si](C)(C)OCc1ccnc(C#N)c1, CCCC[N+](CCCC)(CCCC)CCCC, [F-], C1CCOC1, O, O, O. Yields the product N#Cc1cc(CO)ccn1. Reaction SMILES: [C:22](#[N:23])[c:24]1[n:25][cH:26][cH:27][c:28]([CH2:30][O:31][Si:32]([CH3:33])([CH3:34])[CH3:35])[cH:29]1.[CH2:5]([N+:6]([CH2:7][CH2:8][CH2:9][CH3:10])([CH2:11][CH2:12][CH2:13][CH3:14])[CH2:15][CH2:16][CH2:17][CH3:18])[CH2:19][CH2:20][CH3:21].[F-:4].[O:36]1[CH2:37][CH2:38][CH2:39][CH2:40]1.[OH2:1].[OH2:2].[OH2:3]>>[C:22](#[N:23])[c:24]1[n:25][cH:26][cH:27][c:28]([CH2:30][OH:31])[cH:29]1. The reactants are C(C)(=O)O[C@@H]([C@@H](CC=C)C1=CC(=C(C=C1)Cl)Cl)C1=CC=NN1C1=CC=CC=C1 (5-[(1S,2S)-1-acetoxy-2-(3,4-dichlorophenyl)-4-pentenyl]-1-phenylpyrazole), solution, I(=O)(=O)(=O)[O-].[Na+] (sodium periodate), C(C)(=O)O[C@@H]([C@@H](CC=O)C1=CC(=C(C=C1)Cl)Cl)C1=CC=NN1C1=CC=CC=C1 (5-[(1S,2S)-1-Acetoxy-2-(3,4-dichlorophenyl)-4-oxobutyl]-1-phenylpyrazole). Reagents/catalysts: [Os](=O)(=O)(=O)=O (osmium tetraoxide). Solvent: O1CCCC1 (tetrahydrofuran), C(C)OCC (diethyl ether), O (water), O (water), O (water). Reaction conditions: time 4 hour. The product is ClC=1C=C(C=CC1Cl)[C@@H]([C@H](O)C1=CC=NN1C1=CC=CC=C1)CC=C (5-[(1S,2S)-2-(3,4-Dichlorophenyl)-1-hydroxy-4-pentenyl]-1-phenylpyrazole). The yield is 110.0%. Reaction SMILES: C(O[C@H](C1N(C2C=CC=CC=2)N=CC=1)[C@H](C1C=CC(Cl)=C(Cl)C=1)CC=O)(=O)C.C([O:32][C@H:33]([C:46]1[N:50]([C:51]2[CH:56]=[CH:55][CH:54]=[CH:53][CH:52]=2)[N:49]=[CH:48][CH:47]=1)[C@H:34]([C:38]1[CH:43]=[CH:42][C:41]([Cl:44])=[C:40]([Cl:45])[CH:39]=1)[CH2:35][CH:36]=[CH2:37])(=O)C.I([O-])(=O)(=O)=O.[Na+]>O1CCCC1.C(OCC)C.O.[Os](=O)(=O)(=O)=O>[Cl:45][C:40]1[CH:39]=[C:38]([C@H:34]([CH2:35][CH:36]=[CH2:37])[C@@H:33]([C:46]2[N:50]([C:51]3[CH:56]=[CH:55][CH:54]=[CH:53][CH:52]=3)[N:49]=[CH:48][CH:47]=2)[OH:32])[CH:43]=[CH:42][C:41]=1[Cl:44] |f:2.3|. Procedure: 5-[(1S,2S)-1-Acetoxy-2-(3,4-dichlorophenyl)-4-oxobutyl]-1-phenylpyrazole.A solution of 5-[(1S,2S)-1-acetoxy-2-(3,4-dichlorophenyl)-4-pentenyl]-1-phenylpyrazole (90 mg) in tetrahydrofuran (1 mL), diethyl ether (2 mL) and water (2 mL) was treated with osmium tetraoxide (0.07 mL of a 0.2M solution in water) and sodium periodate (100 mg). The resulting biphasic mixture was stirred vigorously at room temperature for 4 hours. The mixture was diluted with water and extracted with ethyl acetate. The org... Reactants: CNC (dimethylamine), C(C(=C)C)(=O)N=C=O (methacryloyl isocyanate). Solvent: C(Cl)(Cl)Cl (chloroform), ClCCCl (1,2-dichloroethane), ClCCCl (1,2-dichloroethane), C(Cl)(Cl)Cl (chloroform). Yields the product C(C(=C)C)(=O)NC(=O)N(C)C (1-methacryloyl-3,3-dimethylurea). Isolated yield 99.9%. As a reaction SMILES: [CH3:1][NH:2][CH3:3].[C:4]([N:9]=[C:10]=[O:11])(=[O:8])[C:5]([CH3:7])=[CH2:6]>C(Cl)(Cl)Cl.ClCCCl>[C:4]([NH:9][C:10]([N:2]([CH3:3])[CH3:1])=[O:11])(=[O:8])[C:5]([CH3:7])=[CH2:6]. Procedure: To a solution of dimethylamine (0.45 g; 10 mmol) in chloroform (20 ml), a solution of methacryloyl isocyanate (1.11 g; 10 mmol) in 1,2-dichloroethane (20 ml) was dropwise added under nitrogen stream while cooling with ice. After completion of the addition, chloroform and 1,2-dichloroethane were evaporated under reduced pressure to give 1-methacryloyl-3,3-dimethylurea (1.56 g) as a colorless oil.